From a dataset of the Open Reaction Database (ORD), a public repository of structured organic reaction records. describe an organic reaction: reactants, conditions, products, and yield Reactants: CC(C)(O)c1ccc2nc(C(=O)Nc3ccc(F)cc3)cn2c1, Cc1ccc(S(=O)(=O)O)cc1, Cc1ccccc1C. The product is C=C(C)c1ccc2nc(C(=O)Nc3ccc(F)cc3)cn2c1. RXN SMILES: [F:1][c:2]1[cH:3][cH:4][c:5]([NH:8][C:9](=[O:10])[c:11]2[n:12][c:13]3[n:14]([cH:15][c:16]([C:19]([CH3:20])([CH3:21])[OH:22])[cH:17][cH:18]3)[cH:23]2)[cH:6][cH:7]1.[c:24]1([CH3:25])[cH:26][cH:27][c:28]([S:29]([OH:30])(=[O:31])=[O:32])[cH:33][cH:34]1.[c:35]1([CH3:36])[c:37]([CH3:38])[cH:39][cH:40][cH:41][cH:42]1>>[F:1][c:2]1[cH:3][cH:4][c:5]([NH:8][C:9](=[O:10])[c:11]2[n:12][c:13]3[n:14]([cH:15][c:16]([C:19](=[CH2:20])[CH3:21])[cH:17][cH:18]3)[cH:23]2)[cH:6][cH:7]1. The reactants are C(C)OC([C@H](CC1=CC=C(C=C1)OCCCBr)OC)=O ((2S)-3-[4-(3-Bromo-propoxy)-phenyl]-2-methoxy-propionic acid ethyl ester), ClC1=CC=C(C(=O)NC2=CC=C(C=C2)O)C=C1 (4-chloro-N-(4-hydroxyphenyl)benzamide), [OH-].[Na+] (NaOH). Yields the product ClC1=CC=C(CNC2=CC=C(OCCCOC3=CC=C(C=C3)C[C@@H](C(=O)O)OC)C=C2)C=C1 ((2S)-3-(4-{3-[4-(4-Chloro-benzylamino)-phenoxy]-propoxy}-phenyl)-2-methoxy-propionic acid). As a reaction SMILES: C([O:3][C:4](=[O:20])[C@@H:5]([O:18][CH3:19])[CH2:6][C:7]1[CH:12]=[CH:11][C:10]([O:13][CH2:14][CH2:15][CH2:16]Br)=[CH:9][CH:8]=1)C.[Cl:21][C:22]1[CH:37]=[CH:36][C:25]([C:26]([NH:28][C:29]2[CH:34]=[CH:33][C:32]([OH:35])=[CH:31][CH:30]=2)=O)=[CH:24][CH:23]=1.[OH-].[Na+]>>[Cl:21][C:22]1[CH:37]=[CH:36][C:25]([CH2:26][NH:28][C:29]2[CH:34]=[CH:33][C:32]([O:35][CH2:16][CH2:15][CH2:14][O:13][C:10]3[CH:9]=[CH:8][C:7]([CH2:6][C@H:5]([O:18][CH3:19])[C:4]([OH:3])=[O:20])=[CH:12][CH:11]=3)=[CH:31][CH:30]=2)=[CH:24][CH:23]=1 |f:2.3|. Procedure: (2S)-3-[4-(3-Bromo-propoxy)-phenyl]-2-methoxy-propionic acid ethyl ester from Example 173, Step A was treated with 4-chloro-N-(4-hydroxyphenyl)benzamide from Step A under the Standard Procedure J. The compound thus obtained was allowed to react under Standard hydrolysis procedure C (NaOH) to give the title compound. MS(ES) for C26H26ClNO6 [M+H]+: 484. Starting materials: O=N[O-], Cc1ccc2c(=O)[nH]ccc2c1N, [Na+], O, O=S(=O)(O)O. Product: Cc1ccc2c(=O)[nH]ccc2c1O. Reaction SMILES: [N:14](=[O:15])[O-:16].[NH2:1][c:2]1[c:3]2[cH:4][cH:5][nH:6][c:7](=[O:13])[c:8]2[cH:9][cH:10][c:11]1[CH3:12].[Na+:17].[OH2:23].[S:18](=[O:19])(=[O:20])([OH:21])[OH:22]>>[c:2]1([OH:15])[c:3]2[cH:4][cH:5][nH:6][c:7](=[O:13])[c:8]2[cH:9][cH:10][c:11]1[CH3:12]. The reactants are NC1=CC=CC=C1 (aniline), NC(=O)N (urea), C12CN(CC(CC1)O2)C2=C1C(=NC(=N2)C2=CC=C(C=C2)NC(=O)NCC)N(N=C1)C1CCN(CC1)C(=O)OCC (ethyl 4-(4-(8-oxa-3-azabicyclo[3.2.1]octan-3-yl)-6-(4-(3-ethylureido)phenyl)-1H-pyrazolo[3,4-d]pyrimidin-1-yl)piperidine-1-carboxylate), NC=1C=C(CO)C=CC1 (3-aminobenzylalcohol). Product: C12CN(CC(CC1)O2)C2=C1C(=NC(=N2)C2=CC=C(C=C2)NC(=O)NC2=CC(=CC=C2)CO)N(N=C1)C1CCN(CC1)C(=O)OC (methyl 4-(4-(8-oxa-3-azabicyclo[3.2.1]octan-3-yl)-6-(4-(3-(3-(hydroxymethyl)phenyl)ureido)phenyl)-1H-pyrazolo[3,4-d]pyrimidin-1-yl)piperidine-1-carboxylate). Reaction SMILES: NC(N)=O.[CH:5]12[O:12][CH:9]([CH2:10][CH2:11]1)[CH2:8][N:7]([C:13]1[N:18]=[C:17]([C:19]3[CH:24]=[CH:23][C:22]([NH:25][C:26](NCC)=[O:27])=[CH:21][CH:20]=3)[N:16]=[C:15]3[N:31]([CH:34]4[CH2:39][CH2:38][N:37]([C:40]([O:42][CH2:43]C)=[O:41])[CH2:36][CH2:35]4)[N:32]=[CH:33][C:14]=13)[CH2:6]2.[NH2:45][C:46]1[CH:47]=[C:48]([CH:51]=[CH:52][CH:53]=1)[CH2:49][OH:50].NC1C=CC=CC=1>>[CH:9]12[O:12][CH:5]([CH2:11][CH2:10]1)[CH2:6][N:7]([C:13]1[N:18]=[C:17]([C:19]3[CH:24]=[CH:23][C:22]([NH:25][C:26]([NH:45][C:46]4[CH:53]=[CH:52][CH:51]=[C:48]([CH2:49][OH:50])[CH:47]=4)=[O:27])=[CH:21][CH:20]=3)[N:16]=[C:15]3[N:31]([CH:34]4[CH2:39][CH2:38][N:37]([C:40]([O:42][CH3:43])=[O:41])[CH2:36][CH2:35]4)[N:32]=[CH:33][C:14]=13)[CH2:8]2. Reported procedure: A urea formation procedure similar to that used for the synthesis of ethyl 4-(4-(8-oxa-3-azabicyclo[3.2.1]octan-3-yl)-6-(4-(3-ethylureido)phenyl)-1H-pyrazolo[3,4-d]pyrimidin-1-yl)piperidine-1-carboxylate is used, utilizing 3-aminobenzylalcohol as the aniline component. (12%, MS=613.3 (M+H)) The reactants are ClC=1N=C(C2=C(N1)C=CS2)Cl (2,4-dichlorothieno[3,2-d]pyrimidine), C(C)O (ethanol), [OH-].[Na+] (sodium hydroxide). The solvent is O (water). Product: ClC=1N=C(C2=C(N1)C=CS2)OCC (2-chloro-4-ethoxythieno[3,2-d]pyrimidine). As a reaction SMILES: [Cl:1][C:2]1[N:3]=[C:4](Cl)[C:5]2[S:10][CH:9]=[CH:8][C:6]=2[N:7]=1.[CH2:12]([OH:14])[CH3:13].[OH-].[Na+]>O>[Cl:1][C:2]1[N:3]=[C:4]([O:14][CH2:12][CH3:13])[C:5]2[S:10][CH:9]=[CH:8][C:6]=2[N:7]=1 |f:2.3|. Reported procedure: A mixture of 2,4-dichlorothieno[3,2-d]pyrimidine (0.1 g), ethanol (5 mL), water (0.5 mL) and sodium hydroxide (0.04 g) was stirred at room temperature. The precipitated solids were collected by filtration and washed with diethyl ether to obtain 2-chloro-4-ethoxythieno[3,2-d]pyrimidine (0.07 g). The reactants are ClC=1C=C(C#N)C=C(C1)OC=1C(=NC=CC1Cl)O (3-chloro-5-[(4-chloro-2-hydroxypyridin-3-yl)oxy]benzonitrile), ClN1C(CCC1=O)=O (N-chlorosuccinimide). Run in C(C)(=O)O (acetic acid). Run at temperature 70 celsius. Product: ClC=1C=C(C#N)C=C(C1)OC=1C(NC=C(C1Cl)Cl)=O (3-chloro-5-[(4,5-dichloro-2-oxo-1,2-dihydropyridin-3-yl)oxy]benzonitrile). Reaction SMILES: [Cl:1][C:2]1[CH:3]=[C:4]([CH:7]=[C:8]([O:10][C:11]2[C:12]([OH:18])=[N:13][CH:14]=[CH:15][C:16]=2[Cl:17])[CH:9]=1)[C:5]#[N:6].[Cl:19]N1C(=O)CCC1=O>C(O)(=O)C>[Cl:1][C:2]1[CH:3]=[C:4]([CH:7]=[C:8]([O:10][C:11]2[C:12](=[O:18])[NH:13][CH:14]=[C:15]([Cl:19])[C:16]=2[Cl:17])[CH:9]=1)[C:5]#[N:6]. Reported procedure: To a suspension of 3-chloro-5-[(4-chloro-2-hydroxypyridin-3-yl)oxy]benzonitrile (50 mg, 0.178 mmol) in acetic acid (1 mL) was added N-chlorosuccinimide (35.6 mg, 0.267 mmol) and the resulting mixture heated to 70° C. for 2 hours. This mixture was allowed to cool to room temperature and the resulting white solid was filtered and washed with methanol (1 mL) to provide the title compound. LRMS (M+1): 314.6. Reactants: ClC1=NC=CC(=N1)N1C(OC[C@@H]1C(C)C)=O ((S)-3-(2-chloropyrimidin-4-yl)-4-isopropyloxazolidin-2-one), Cl.COC1=CC=C(C=C1)N1N=CC(=C1)C(C)N (1-(1-(4-methoxyphenyl)-1H-pyrazol-4-yl)ethanamine hydrochloride), CCN(C(C)C)C(C)C (iPr2NEt). The solvent is CS(=O)C (DMSO), CCOC(=O)C (EtOAc). Product: C(C)(C)[C@@H]1N(C(OC1)=O)C1=NC(=NC=C1)N[C@H](C)C=1C=NN(C1)C1=CC=C(C=C1)OC ((S)-4-isopropyl-3-(2-((R)-1-(1-(4-methoxyphenyl)-1H-pyrazol-4-yl)ethylamino)pyrimidin-4-yl)oxazolidin-2-one), C(C)(C)[C@@H]1N(C(OC1)=O)C1=NC(=NC=C1)N[C@@H](C)C=1C=NN(C1)C1=CC=C(C=C1)OC ((S)-4-isopropyl-3-(2-((S)-1-(1-(4-methoxyphenyl)-1H-pyrazol-4-yl)ethylamino)pyrimidin-4-yl)oxazolidin-2-one). Reaction SMILES: Cl[C:2]1[N:7]=[C:6]([N:8]2[C@@H:12]([CH:13]([CH3:15])[CH3:14])[CH2:11][O:10][C:9]2=[O:16])[CH:5]=[CH:4][N:3]=1.Cl.[CH3:18][O:19][C:20]1[CH:25]=[CH:24][C:23]([N:26]2[CH:30]=[C:29]([CH:31]([NH2:33])[CH3:32])[CH:28]=[N:27]2)=[CH:22][CH:21]=1.CCN(C(C)C)C(C)C>CS(C)=O.CCOC(C)=O>[CH:13]([C@H:12]1[CH2:11][O:10][C:9](=[O:16])[N:8]1[C:6]1[CH:5]=[CH:4][N:3]=[C:2]([NH:33][C@@H:31]([C:29]2[CH:28]=[N:27][N:26]([C:23]3[CH:24]=[CH:25][C:20]([O:19][CH3:18])=[CH:21][CH:22]=3)[CH:30]=2)[CH3:32])[N:7]=1)([CH3:15])[CH3:14].[CH:13]([C@H:12]1[CH2:11][O:10][C:9](=[O:16])[N:8]1[C:6]1[CH:5]=[CH:4][N:3]=[C:2]([NH:33][C@H:31]([C:29]2[CH:28]=[N:27][N:26]([C:23]3[CH:24]=[CH:25][C:20]([O:19][CH3:18])=[CH:21][CH:22]=3)[CH:30]=2)[CH3:32])[N:7]=1)([CH3:15])[CH3:14] |f:1.2|. Procedure: A solution of (S)-3-(2-chloropyrimidin-4-yl)-4-isopropyloxazolidin-2-one (93 mg, 0.38 mmol), 1-(1-(4-methoxyphenyl)-1H-pyrazol-4-yl)ethanamine hydrochloride (514 mg, 2.03 mmol, 5.3 equiv) and iPr2NEt (0.605 mL, 3.46 mmol, 9.0 equiv) in DMSO (1.5 mL) was heated at 110° C. for 16 h. The reaction mixture was diluted with EtOAc (8 mL) and washed with water (30 mL). After separation, the aqueous phase was extracted with EtOAc (3×8 mL). Combined organics were dried over Na2SO4, filtered and concentrat...